This data is from the Open Reaction Database (ORD), a public repository of structured organic reaction records. The task is: describe an organic reaction: reactants, conditions, products, and yield Reactants: C(C1=CC=CC=C1)OC1=C2C=CC=NC2=C(C=C1)NS(=O)(=O)C1=C(C=CC=C1)[N+](=O)[O-] (N-(5-benzyloxy-quinolin-8-yl)-2-nitro-benzenesulfonamide), Cl[Sn]Cl (SnCl2). The solvent is CCO (EtOH). The product is NC1=C(C=CC=C1)S(=O)(=O)NC=1C=CC(=C2C=CC=NC12)OCC1=CC=CC=C1 (2-Amino-N-(5-benzyloxy-quinolin-8-yl)-benzenesulfonamide). Isolated yield 86.4%. RXN SMILES: [CH2:1]([O:8][C:9]1[CH:18]=[CH:17][C:16]([NH:19][S:20]([C:23]2[CH:28]=[CH:27][CH:26]=[CH:25][C:24]=2[N+:29]([O-])=O)(=[O:22])=[O:21])=[C:15]2[C:10]=1[CH:11]=[CH:12][CH:13]=[N:14]2)[C:2]1[CH:7]=[CH:6][CH:5]=[CH:4][CH:3]=1.Cl[Sn]Cl>CCO>[NH2:29][C:24]1[CH:25]=[CH:26][CH:27]=[CH:28][C:23]=1[S:20]([NH:19][C:16]1[CH:17]=[CH:18][C:9]([O:8][CH2:1][C:2]2[CH:3]=[CH:4][CH:5]=[CH:6][CH:7]=2)=[C:10]2[C:15]=1[N:14]=[CH:13][CH:12]=[CH:11]2)(=[O:21])=[O:22]. Reported procedure: In a similar fashion using route 19 general procedure 29, N-(5-benzyloxy-quinolin-8-yl)-2-nitro-benzenesulfonamide 566 (519 mg, 1.19 mmol), SnCl2 (1.08 g, 4.77 mmol), and EtOH (10 ml) gave the title compound (417 mg, 86%) which was used in the next step without further purification.